From a dataset of the Open Reaction Database (ORD), a public repository of structured organic reaction records. describe an organic reaction: reactants, conditions, products, and yield Starting materials: CO, CCN(Cc1cc(C(F)(F)F)cc(C(F)(F)F)c1)c1ccc(C(F)(F)F)cc1C=NO. Product: CCN(Cc1cc(C(F)(F)F)cc(C(F)(F)F)c1)c1ccc(C(F)(F)F)cc1CN. As a reaction SMILES: [CH3:32][OH:33].[F:1][C:2]([c:3]1[cH:4][c:5]([CH2:6][N:7]([c:8]2[c:9]([CH:10]=[N:11][OH:12])[cH:13][c:14]([C:17]([F:18])([F:19])[F:20])[cH:15][cH:16]2)[CH2:21][CH3:22])[cH:23][c:24]([C:26]([F:27])([F:28])[F:29])[cH:25]1)([F:30])[F:31]>>[F:1][C:2]([c:3]1[cH:4][c:5]([CH2:6][N:7]([c:8]2[c:9]([CH2:10][NH2:11])[cH:13][c:14]([C:17]([F:18])([F:19])[F:20])[cH:15][cH:16]2)[CH2:21][CH3:22])[cH:23][c:24]([C:26]([F:27])([F:28])[F:29])[cH:25]1)([F:30])[F:31]. The reactants are CC1CC2=C(C=N1)SC=C2 (5-methyl-4,5-dihydro-thieno[2,3-c]-pyridine), CI (methyl iodide). Solvent: C(C)#N (acetonitrile). Reaction conditions: time 30 minute. The product is [I-].CC1CC2=C(C=[N+]1C)SC=C2 (5,6-dimethyl-4,5-dihydro-thieno[2,3-c]pyridinium iodide). As a reaction SMILES: [CH3:1][CH:2]1[N:7]=[CH:6][C:5]2[S:8][CH:9]=[CH:10][C:4]=2[CH2:3]1.[CH3:11][I:12]>C(#N)C>[I-:12].[CH3:1][CH:2]1[N+:7]([CH3:11])=[CH:6][C:5]2[S:8][CH:9]=[CH:10][C:4]=2[CH2:3]1 |f:3.4|. Procedure: A solution of 4.0 g (26.5 mmol) 5-methyl-4,5-dihydro-thieno[2,3-c]-pyridine in 250 ml acetonitrile is combined at RT with 16.5 ml (264.5 mmol) methyl iodide and stirred for 30 min. The precipitate formed is filtered off and washed with acetonitrile. Starting materials: N#CCCN(C=O)CCCO, Cl, [H][H], O, [Pt]. Yields the product [NH3+]CCCN(C=O)CCCO, [Cl-]. Reaction SMILES: [C:1](#[N:2])[CH2:3][CH2:4][N:5]([CH:6]=[O:7])[CH2:8][CH2:9][CH2:10][OH:11].[ClH:12].[H:13][H:14].[OH2:16].[Pt:15]>>[CH2:1]([NH3+:2])[CH2:3][CH2:4][N:5]([CH:6]=[O:7])[CH2:8][CH2:9][CH2:10][OH:11].[Cl-:12]. Starting materials: Cl.OC=1C=C2CC(NCC2=CC1)C(=O)OC (methyl 6-hydroxy-1,2,3,4-tetrahydroisoquinoline-3-carboxylate hydrochloride), C(C)(C)(C)[Si](C)(C)Cl (tert-butylchlorodimethylsilane). Product: [Si](C)(C)(C(C)(C)C)OC=1C=C2CC(NCC2=CC1)C(=O)OC (methyl 6-(tert-butyldimethylsilyloxy)-1,2,3,4-tetrahydroisoquinoline-3-carboxylate). The yield is 83.0%. Reaction SMILES: Cl.[OH:2][C:3]1[CH:4]=[C:5]2[C:10](=[CH:11][CH:12]=1)[CH2:9][NH:8][CH:7]([C:13]([O:15][CH3:16])=[O:14])[CH2:6]2.[C:17]([Si:21](Cl)([CH3:23])[CH3:22])([CH3:20])([CH3:19])[CH3:18]>>[Si:21]([O:2][C:3]1[CH:4]=[C:5]2[C:10](=[CH:11][CH:12]=1)[CH2:9][NH:8][CH:7]([C:13]([O:15][CH3:16])=[O:14])[CH2:6]2)([C:17]([CH3:20])([CH3:19])[CH3:18])([CH3:23])[CH3:22] |f:0.1|. Procedure details: Prepared as in Example 12-1c from methyl 6-hydroxy-1,2,3,4-tetrahydroisoquinoline-3-carboxylate hydrochloride (Example 13-3c) and tert-butylchlorodimethylsilane. Yield 83%, yellowish. MS 322 (MH+). Reactants: CS(=O)(=O)N1C(=CC2=CC=CC=C12)COC1CN(CCC1C1=CC=C(C=C1)OCCCOCC1=C(C=CC=C1)OC)C(=O)OCC1=CC=CC=C1 (benzyl 3-(1-methanesulphonyl-1H-indol-2-ylmethoxy)-4-{4-[3-(2-methoxybenzyloxy)propoxy]phenyl}piperidine-1-carboxylate), [F-].C(CCC)[N+](CCCC)(CCCC)CCCC (tetrabutylammonium fluoride). The solvent is O1CCCC1 (tetrahydrofuran). Yields the product N1C(=CC2=CC=CC=C12)COC1CN(CCC1C1=CC=C(C=C1)OCCCOCC1=C(C=CC=C1)OC)C(=O)OCC1=CC=CC=C1 (Benzyl 3-(1H-indol-2-ylmethoxy)-4-{4-[3-(2-methoxybenzyloxy)propoxy]phenyl}piperidine-1-carboxylate), SiO2. RXN SMILES: CS([N:5]1[C:13]2[C:8](=[CH:9][CH:10]=[CH:11][CH:12]=2)[CH:7]=[C:6]1[CH2:14][O:15][CH:16]1[CH:21]([C:22]2[CH:27]=[CH:26][C:25]([O:28][CH2:29][CH2:30][CH2:31][O:32][CH2:33][C:34]3[CH:39]=[CH:38][CH:37]=[CH:36][C:35]=3[O:40][CH3:41])=[CH:24][CH:23]=2)[CH2:20][CH2:19][N:18]([C:42]([O:44][CH2:45][C:46]2[CH:51]=[CH:50][CH:49]=[CH:48][CH:47]=2)=[O:43])[CH2:17]1)(=O)=O.[F-].C([N+](CCCC)(CCCC)CCCC)CCC>O1CCCC1>[NH:5]1[C:13]2[C:8](=[CH:9][CH:10]=[CH:11][CH:12]=2)[CH:7]=[C:6]1[CH2:14][O:15][CH:16]1[CH:21]([C:22]2[CH:23]=[CH:24][C:25]([O:28][CH2:29][CH2:30][CH2:31][O:32][CH2:33][C:34]3[CH:39]=[CH:38][CH:37]=[CH:36][C:35]=3[O:40][CH3:41])=[CH:26][CH:27]=2)[CH2:20][CH2:19][N:18]([C:42]([O:44][CH2:45][C:46]2[CH:47]=[CH:48][CH:49]=[CH:50][CH:51]=2)=[O:43])[CH2:17]1 |f:1.2|. Reported procedure: The solution of 0.160 g of benzyl 3-(1-methanesulphonyl-1H-indol-2-ylmethoxy)-4-{4-[3-(2-methoxybenzyloxy)propoxy]phenyl}piperidine-1-carboxylate in 11 ml of tetrahydrofuran is admixed with 0.44 ml of tetrabutylammonium fluoride solution (1M in tetrahydrofuran) and stirred at reflux over 20 hours. The reaction mixture is cooled, poured onto brine (40 ml) and extracted with ethyl acetate (2×40 ml). The organic phases are washed with brine (1×40 ml), dried over sodium sulphate, filtered and concen... Reactants: O (water), C(C=1C(O)=CC=C(O)C1)(=O)OC (methyl gentisate), C([O-])([O-])=O.[K+].[K+] (potassium carbonate), ClCCC[Si](C)(C)C (chloropropyltrimethylsilane). The solvent is CN(C)C=O (DMF). Reaction conditions: temperature 90 celsius. Product: OC1=C(C(=O)OC)C=C(C=C1)OCCC[Si](C)(C)C (methyl 2-hydroxy-5-(3-trimethylsilanylpropyloxy)benzoate). Reaction SMILES: [C:1]([O:11][CH3:12])(=[O:10])[C:2]1[C:3](=[CH:5][CH:6]=[C:7]([CH:9]=1)[OH:8])[OH:4].C(=O)([O-])[O-].[K+].[K+].Cl[CH2:20][CH2:21][CH2:22][Si:23]([CH3:26])([CH3:25])[CH3:24].O>CN(C=O)C>[OH:4][C:3]1[CH:5]=[CH:6][C:7]([O:8][CH2:20][CH2:21][CH2:22][Si:23]([CH3:26])([CH3:25])[CH3:24])=[CH:9][C:2]=1[C:1]([O:11][CH3:12])=[O:10] |f:1.2.3|. Reported procedure: To a mixture of methyl gentisate (16.8 g, 0.1 mol) and potassium carbonate (15.2 g, 0.11 mol) in 80 ml of DMF, under a nitrogen atmosphere at 80° C., was added chloropropyltrimethylsilane (16.6 g, 0.11 mol) dropwise over 20 minutes. The mixture was heated at 90° C. for 8 hours. It was cooled and poured into 200 ml of water. The mixture was extracted with diisopropyl ether. The organic phase was washed with water, dried over sodium sulphate and then concentrated. After chromatography on silica of...